From a dataset of the Open Reaction Database (ORD), a public repository of structured organic reaction records. describe an organic reaction: reactants, conditions, products, and yield The reactants are C1CNCCN1, CC(C)COC(=O)Cl, Cl, [Na+], [OH-]. The product is CC(C)COC(=O)N1CCNCC1. RXN SMILES: [CH2:1]1[CH2:2][NH:3][CH2:4][CH2:5][NH:6]1.[Cl:7][C:8](=[O:9])[O:10][CH2:11][CH:12]([CH3:13])[CH3:14].[ClH:17].[Na+:16].[OH-:15]>>[CH2:1]1[CH2:2][N:3]([C:8](=[O:9])[O:10][CH2:11][CH:12]([CH3:13])[CH3:14])[CH2:4][CH2:5][NH:6]1. Starting materials: Cl.NN1C(NCCC1)=O (3-Aminotetrahydro-2(1H)-pyrimidinone, monohydrochloride), C(C1=CC=CC=C1)OC(=O)Cl (benzylchloroformate). The solvent is O (water), O1CCCC1 (tetrahydrofuran). Yields the product O=C1N(CCCN1)NC(OCC1=CC=CC=C1)=O ((Tetrahydro-2-oxo-1(2H)-pyrimidinyl)carbamic acid, phenylmethyl ester). As a reaction SMILES: Cl.[NH2:2][N:3]1[CH2:8][CH2:7][CH2:6][NH:5][C:4]1=[O:9].[CH2:10]([O:17][C:18](Cl)=[O:19])[C:11]1[CH:16]=[CH:15][CH:14]=[CH:13][CH:12]=1>O.O1CCCC1>[O:9]=[C:4]1[NH:5][CH2:6][CH2:7][CH2:8][N:3]1[NH:2][C:18](=[O:19])[O:17][CH2:10][C:11]1[CH:16]=[CH:15][CH:14]=[CH:13][CH:12]=1 |f:0.1|. Reported procedure: 3-Aminotetrahydro-2(1H)-pyrimidinone, monohydrochloride (30 g, 0.198 mol) was dissolved in a mixture of 240 ml water and 200 ml tetrahydrofuran. The pH was adjusted to 8.5 and benzylchloroformate (33.8 g, 0.198 mmol) was added dropwise while keeping the pH between 8 and 9. After the pH remained constant, the mixture was stirred for an additional hour. The tetrahydrofuran was removed in vacuo and the resulting crystals were filtered off with suction, triturated with ether and dried in vacuo. Yiel... Reactants: C(C)(C)(C)OC(=O)N[C@@H](C(C(=O)O)O)CC1=CC=CC=C1 ((2RS,3R) 3-(tert-butoxycarbonylamino)-2-hydroxy-4-phenyl-butanoic acid), C(C1=CC=CC=C1)OC([C@@H](N)C)=O (L-alanine benzyl ester). Product: C(C1=CC=CC=C1)OC([C@@H](NC(CCC)=O)C)=O (butanoyl-L-alanine benzyl ester). RXN SMILES: C(OC(N[C@H:9]([CH2:15]C1C=CC=CC=1)[CH:10](O)[C:11](O)=[O:12])=O)(C)(C)C.[CH2:22]([O:29][C:30](=[O:34])[C@H:31]([CH3:33])[NH2:32])[C:23]1[CH:28]=[CH:27][CH:26]=[CH:25][CH:24]=1>>[CH2:22]([O:29][C:30](=[O:34])[C@H:31]([CH3:33])[NH:32][C:11](=[O:12])[CH2:10][CH2:9][CH3:15])[C:23]1[CH:28]=[CH:27][CH:26]=[CH:25][CH:24]=1. Procedure details: The product of example 20A and L-alanine benzyl ester were processed as in examples 1E to yield (2RS,3R)-3-(tert-butoxycarbonylamino)-2-hydroxy-4-cyclohexyl)butanoyl-L-alanine benzyl ester. 0.5 g of the above product was hydrogenated in 2 mL of isopropyl alcohol in the presence of 20 mg of 10%-palladium on charcoal to yield (2RS,3R)-3-(tert-butoxycarbonylamino)-2-hydroxy-4-cyclohexyl)butanoyl-L-alanine (0.4 g). Reactants: CCOC(=O)c1cnc2ccc(CCCC#N)cn12, C1CCOC1, CO, Cl, [Li+], [OH-]. Yields the product N#CCCCc1ccc2ncc(C(=O)O)n2c1. As a reaction SMILES: [C:1](#[N:2])[CH2:3][CH2:4][CH2:5][c:6]1[cH:7][cH:8][c:9]2[n:10]([cH:11]1)[c:12]([C:15](=[O:16])[O:17][CH2:18][CH3:19])[cH:13][n:14]2.[CH2:23]1[O:24][CH2:25][CH2:26][CH2:27]1.[CH3:28][OH:29].[ClH:22].[Li+:21].[OH-:20]>>[C:1](#[N:2])[CH2:3][CH2:4][CH2:5][c:6]1[cH:7][cH:8][c:9]2[n:10]([cH:11]1)[c:12]([C:15](=[O:16])[OH:17])[cH:13][n:14]2. As a reaction SMILES: Br[C:2]1[C:7](=[O:8])[N:6]([CH2:9][C:10]([NH:12][CH2:13][C:14]2[CH:19]=[CH:18][N:17]=[CH:16][CH:15]=2)=[O:11])[N:5]=[CH:4][C:3]=1[NH:20][C@@H:21]1[CH2:26][C@@H:25]2[CH2:27][C@@H:23]([C:24]2([CH3:29])[CH3:28])[C@H:22]1[CH3:30].[C:31]1(B(O)O)[CH:36]=[CH:35][CH:34]=[CH:33][CH:32]=1>C(=O)([O-])[O-].[Na+].[Na+].C(O)CC.C1C=CC([P]([Pd]([P](C2C=CC=CC=2)(C2C=CC=CC=2)C2C=CC=CC=2)([P](C2C=CC=CC=2)(C2C=CC=CC=2)C2C=CC=CC=2)[P](C2C=CC=CC=2)(C2C=CC=CC=2)C2C=CC=CC=2)(C2C=CC=CC=2)C2C=CC=CC=2)=CC=1>[C:31]1([C:2]2[C:7](=[O:8])[N:6]([CH2:9][C:10]([NH:12][CH2:13][C:14]3[CH:19]=[CH:18][N:17]=[CH:16][CH:15]=3)=[O:11])[N:5]=[CH:4][C:3]=2[NH:20][C@@H:21]2[CH2:26][C@@H:25]3[CH2:27][C@@H:23]([C:24]3([CH3:29])[CH3:28])[C@H:22]2[CH3:30])[CH:36]=[CH:35][CH:34]=[CH:33][CH:32]=1 |f:2.3.4.5,^1:53,55,74,93|. Isolated yield 121.2%. Starting materials: BrC1=C(C=NN(C1=O)CC(=O)NCC1=CC=NC=C1)N[C@H]1[C@@H]([C@@H]2C([C@H](C1)C2)(C)C)C (2-{5-Bromo-6-oxo-4-[(1R,2R,3R,5S)-2,6,6-trimethylbicyclo[3.1.1]hept-3-ylamino]pyridazin-1(6H)-yl}-N-(pyridin-4-ylmethyl)acetamide), C1(=CC=CC=C1)B(O)O (phenylboronic acid). The solvent is C([O-])([O-])=O.[Na+].[Na+].C(CC)O (sodium carbonate 1-propanol). The reagents and catalysts are C=1C=CC(=CC1)[P](C=2C=CC=CC2)(C=3C=CC=CC3)[Pd]([P](C=4C=CC=CC4)(C=5C=CC=CC5)C=6C=CC=CC6)([P](C=7C=CC=CC7)(C=8C=CC=CC8)C=9C=CC=CC9)[P](C=1C=CC=CC1)(C=1C=CC=CC1)C=1C=CC=CC1 (tetrakistriphenylphosphinepalladium). Reported procedure: 2-{5-Bromo-6-oxo-4-[(1R,2R,3R,5S)-2,6,6-trimethylbicyclo[3.1.1]hept-3-ylamino]pyridazin-1(6H)-yl}-N-(pyridin-4-ylmethyl)acetamide (50 mg, 0.105 mmol), phenylboronic acid (26 mg, 0.21 mmol) and tetrakistriphenylphosphinepalladium (13 mg, 0.011 mmol) in 2 M aqueous sodium carbonate-1-propanol (1:5, 2.4 mL) were stirred in a nitrogen stream at 100° C. overnight. After cooling, the reaction solution was concentrated, and the resulting residue was purified by silica gel chromatography (chloroform/met... Yields the product C1(=CC=CC=C1)C1=C(C=NN(C1=O)CC(=O)NCC1=CC=NC=C1)N[C@H]1[C@@H]([C@@H]2C([C@H](C1)C2)(C)C)C (2-{5-Phenyl-6-oxo-4-[(1R,2R,3R,5S)-2,6,6-trimethylbicyclo[3.1.1]hept-3-ylamino]pyridazin-1(6H)-yl}-N-(pyridin-4-ylmethyl)acetamide). The reactants are BrC1=C(C=CC=C1)C1=CC=CC=C1 (2-bromobiphenyl), CC1=CC=C(C=C1)[Sn](C)(C)C (4-methylphenyltrimethylstannane). Procedure details: Prepared from 2-bromobiphenyl and 4-methylphenyltrimethylstannane by the procedure described in Example 69, Step B. The product is CC1=CC=C(C=C1)C1=C(C=CC=C1)C1=CC=CC=C1 (4'-Methyl-2-phenyl-1,1'-biphenyl). RXN SMILES: Br[C:2]1[CH:7]=[CH:6][CH:5]=[CH:4][C:3]=1[C:8]1[CH:13]=[CH:12][CH:11]=[CH:10][CH:9]=1.[CH3:14][C:15]1[CH:20]=[CH:19][C:18]([Sn](C)(C)C)=[CH:17][CH:16]=1>>[CH3:14][C:15]1[CH:20]=[CH:19][C:18]([C:13]2[CH:12]=[CH:11][CH:10]=[CH:9][C:8]=2[C:3]2[CH:2]=[CH:7][CH:6]=[CH:5][CH:4]=2)=[CH:17][CH:16]=1. The reactants are CO[C@@H]1COCC[C@@H]1N[C@H]1C[C@]2([C@H](CNC2)C1)C(=O)N1CC=2C=C(C=NC2CC1)C(F)(F)F (((3aR,5R,6aR)-5-(((3S*,4S*)-3-Methoxytetrahydro-2H-pyran-4-yl)amino)octahydro-cyclopenta[c]pyrrol-3a-yl)(3-(trifluoromethyl)-7,8-dihydro-1,6-naphthyridin-6(5H)-yl)methanone), C(=O)OCC (ethyl formate). Yields the product CO[C@@H]1COCC[C@@H]1N[C@H]1C[C@]2([C@H](CN(C2)C=O)C1)C(=O)N1CC=2C=C(C=NC2CC1)C(F)(F)F ((3aR,5R,6aR)-5-(((3S*,4S*)-3-Methoxytetrahydro-2H-pyran-4-yl)amino)-3a-(3-(trifluoromethyl)-5,6,7,8-tetrahydro-1,6-naphthyridine-6-carbonyl)hexahydrocyclopenta-[c]pyrrole-2(1H)-carbaldehyde). RXN SMILES: [CH3:1][O:2][C@H:3]1[C@@H:8]([NH:9][C@@H:10]2[CH2:17][C@H:13]3[CH2:14][NH:15][CH2:16][C@@:12]3([C:18]([N:20]3[CH2:29][CH2:28][C:27]4[N:26]=[CH:25][C:24]([C:30]([F:33])([F:32])[F:31])=[CH:23][C:22]=4[CH2:21]3)=[O:19])[CH2:11]2)[CH2:7][CH2:6][O:5][CH2:4]1.[CH:34](OCC)=[O:35]>>[CH3:1][O:2][C@H:3]1[C@@H:8]([NH:9][C@@H:10]2[CH2:17][C@H:13]3[CH2:14][N:15]([CH:34]=[O:35])[CH2:16][C@@:12]3([C:18]([N:20]3[CH2:29][CH2:28][C:27]4[N:26]=[CH:25][C:24]([C:30]([F:33])([F:31])[F:32])=[CH:23][C:22]=4[CH2:21]3)=[O:19])[CH2:11]2)[CH2:7][CH2:6][O:5][CH2:4]1. Procedure: A mixture of Example 1 (70.28 mg, 0.15 mmol) in ethyl formate (1 mL) in a sealed tube was heated at 70° C. overnight. After cooling to rt, the mixture was concentrated and purified by CombiFlash (eluent: 8% methanol in DCM) gave the product as a yellowish gel. 1H-NMR (400 MHz, CDCl3): δ 1.50-1.97 (m, 5H), 2.28 (br. s., 1H), 2.72 (br. s., 1H), 2.92-3.51 (m, 11H), 3.59-4.16 (m, 8H), 4.61-5.02 (m, 2H), 7.70 (br. s., 1H), 8.08-8.24 (m, 1H), 8.73 (br. s., 1H); LC/MS: C24H31F3N4O4: m/z 497.2 (M+H).